From a dataset of the Open Reaction Database (ORD), a public repository of structured organic reaction records. describe an organic reaction: reactants, conditions, products, and yield Starting materials: Compound 9, compound 10, C1(=CC=C(C=C1)S(=O)(=O)[O-])C.[NH+]1=CC=CC=C1 (pyridinium p-toluene sulfonate), N1C=NC=C1 (imidazole), compound 10, C(C)(=O)OC(C)=O (acetic anhydride), compound 10, compound 11, [Cr](=O)(=O)([O-])Cl.[NH+]1=CC=CC=C1 (pyridinium chlorochromate), sulfone, compound 8, [Li]CCCC (n-BuLi). The reagents and catalysts are [Na].[Hg] (sodium amalgam). The solvent is C(C)(=O)OCC (ethyl acetate), CCCCCC (hexane), N1=CC=CC=C1 (pyridine), compound 9, CCCCCC (hexane), C(C)(=O)OCC (ethyl acetate), C(C)(=O)OCC (ethyl acetate), CCCCCC (hexane). Yields the product Sulfone, C[C@H](CCCC(C)C)[C@H]1CC[C@@H]2[C@@]1(CCCC2=O)C (Grundmann's Ketone). RXN SMILES: [Li][CH2:2][CH2:3][CH2:4][CH3:5].C(OC(=O)C)(=[O:8])C.[C:13]1([CH3:23])[CH:18]=CC(S([O-])(=O)=O)=C[CH:14]=1.[NH+]1[CH:29]=[CH:28][CH:27]=[CH:26][CH:25]=1.[Cr](Cl)([O-])(=O)=O.[NH+]1[CH:40]=[CH:39][CH:38]=[CH:37][CH:36]=1.N1C=CN=C1>CCCCCC.[Na].[Hg].C(OCC)(=O)C.N1C=CC=CC=1>[CH3:5][C@@H:4]([C@@H:25]1[C@@:39]2([CH3:40])[CH2:38][CH2:37][CH2:36][C:29](=[O:8])[C@@H:28]2[CH2:27][CH2:26]1)[CH2:3][CH2:2][CH2:14][CH:13]([CH3:23])[CH3:18] |f:2.3,4.5,8.9,^1:51|. Procedure details: Compounds of formula I, formula IA, and formula IB were prepared using the methods shown in Schemes I, IIA, and IIB. Compound 1 is obtained by ozonolysis of ergocalciferol or vitamin D2 as described by Sicinski et al. (J. Med. Chem. 41, 4662-4672, 1998). Compound 1 is reduced with borohydride to produce the dihydroxy compound 2. These reactions can be followed by thin layer chromatography (TLC) using a solvent system of 10% ethyl acetate in hexane. Treatment of 2 with acetic anhydride in pyridin... The reactants are COC(=O)c1c(C)n(C(C)C)c2cc(-c3ccc(O)cc3C)ccc12, COC(=O)c1c(C)n(C)c2cc(Cl)ccc12. Yields the product COC(=O)c1c(C)n(C)c2cc(-c3ccc(O)cc3C)ccc12. RXN SMILES: [CH3:1][O:2][C:3](=[O:4])[c:5]1[c:6]([CH3:25])[n:7]([CH:22]([CH3:23])[CH3:24])[c:8]2[cH:9][c:10](-[c:14]3[c:15]([CH3:21])[cH:16][c:17]([OH:20])[cH:18][cH:19]3)[cH:11][cH:12][c:13]12.[CH3:26][O:27][C:28]([c:29]1[c:30]2[c:31]([cH:32][c:33]([Cl:34])[cH:35][cH:36]2)[n:37]([CH3:38])[c:39]1[CH3:40])=[O:41]>>[CH3:1][O:2][C:3](=[O:4])[c:5]1[c:6]([CH3:25])[n:7]([CH3:22])[c:8]2[cH:9][c:10](-[c:14]3[c:15]([CH3:21])[cH:16][c:17]([OH:20])[cH:18][cH:19]3)[cH:11][cH:12][c:13]12. Starting materials: CC=1C(=NC=CC1OCC(F)(F)F)CSC1=NC2=C(N1)C=CC=C2 (2-[[3-methyl-4-(2,2,2-trifluoroethoxy)-2-pyridyl]methylthio]-1H-benzimidazole), Mo(acac)2, O (water), CC(C)(C)OO (TBHP). Reagents/catalysts: [Br-].C(CCC)[N+](CCCC)(CCCC)CCCC (tetrabutyl ammonium bromide). The solvent is CC(C)O (IPA). Conditions: time 30 hour. The product is CC=1C(=CC=NC1C[S+](C=2NC=3C=CC=CC3N2)[O-])OCC(F)(F)F (Lansoprazole). Isolated yield 37.0%. Reaction SMILES: [CH3:1][C:2]1[C:3]([CH2:14][S:15][C:16]2[NH:20][C:19]3[CH:21]=[CH:22][CH:23]=[CH:24][C:18]=3[N:17]=2)=[N:4][CH:5]=[CH:6][C:7]=1[O:8][CH2:9][C:10]([F:13])([F:12])[F:11].CC([O:29]O)(C)C.O>[Br-].C([N+](CCCC)(CCCC)CCCC)CCC.CC(O)C>[CH3:1][C:2]1[C:7]([O:8][CH2:9][C:10]([F:12])([F:11])[F:13])=[CH:6][CH:5]=[N:4][C:3]=1[CH2:14][S+:15]([O-:29])[C:16]1[NH:20][C:19]2[CH:21]=[CH:22][CH:23]=[CH:24][C:18]=2[N:17]=1 |f:3.4|. Procedure details: At room temperature, 1.307 g of 2-[[3-methyl-4-(2,2,2-trifluoroethoxy)-2-pyridyl]methylthio]-1H-benzimidazole, 0.059 g of tetrabutyl ammonium bromide as an interphase transfer catalyst, and 0.157 g of Mo(acac)2 oxidation catalyst were mixed in 15 ml of IPA. Next, 1.36 g of TBHP (70% aqueous solution) was added into the mixture in about 5–10 minutes. The reaction was carried out for about 30 hours, and then 60 ml of water was added, and the reaction was continued for another one hour while stirri... Starting materials: CCOC(=O)C(Cc1ccc(Br)cc1)NC(=O)c1c(Cl)cccc1Cl, COc1cc(CN2CCSCC2)cc(OC)c1B(O)O, COCCOC, [K+], [K+], O=C([O-])[O-], O, c1ccc(P(c2ccccc2)(c2ccccc2)[Pd](P(c2ccccc2)(c2ccccc2)c2ccccc2)(P(c2ccccc2)(c2ccccc2)c2ccccc2)P(c2ccccc2)(c2ccccc2)c2ccccc2)cc1. Yields the product CCOC(=O)C(Cc1ccc(-c2c(OC)cc(CN3CCSCC3)cc2OC)cc1)NC(=O)c1c(Cl)cccc1Cl. As a reaction SMILES: [CH2:21]([CH3:22])[O:23][C:24]([CH:25]([NH:26][C:27]([c:28]1[c:29]([Cl:35])[cH:30][cH:31][cH:32][c:33]1[Cl:34])=[O:36])[CH2:37][c:38]1[cH:39][cH:40][c:41]([Br:44])[cH:42][cH:43]1)=[O:45].[CH3:1][O:2][c:3]1[c:4]([B:18]([OH:19])[OH:20])[c:5]([O:16][CH3:17])[cH:6][c:7]([CH2:9][N:10]2[CH2:11][CH2:12][S:13][CH2:14][CH2:15]2)[cH:8]1.[CH3:52][O:53][CH2:54][CH2:55][O:56][CH3:57].[K+:46].[K+:47].[O-:48][C:49]([O-:50])=[O:51].[OH2:58].[cH:59]1[cH:60][cH:61][c:62]([P:63]([Pd:64]([P:65]([c:66]2[cH:67][cH:68][cH:69][cH:70][cH:71]2)([c:72]2[cH:73][cH:74][cH:75][cH:76][cH:77]2)[c:78]2[cH:79][cH:80][cH:81][cH:82][cH:83]2)([P:84]([c:85]2[cH:86][cH:87][cH:88][cH:89][cH:90]2)([c:91]2[cH:92][cH:93][cH:94][cH:95][cH:96]2)[c:97]2[cH:98][cH:99][cH:100][cH:101][cH:102]2)[P:103]([c:104]2[cH:105][cH:106][cH:107][cH:108][cH:109]2)([c:110]2[cH:111][cH:112][cH:113][cH:114][cH:115]2)[c:116]2[cH:117][cH:118][cH:119][cH:120][cH:121]2)([c:122]2[cH:123][cH:124][cH:125][cH:126][cH:127]2)[c:128]2[cH:129][cH:130][cH:131][cH:132][cH:133]2)[cH:134][cH:135]1>>[CH3:1][O:2][c:3]1[c:4](-[c:41]2[cH:40][cH:39][c:38]([CH2:37][CH:25]([C:24]([O:23][CH2:21][CH3:22])=[O:45])[NH:26][C:27]([c:28]3[c:29]([Cl:35])[cH:30][cH:31][cH:32][c:33]3[Cl:34])=[O:36])[cH:43][cH:42]2)[c:5]([O:16][CH3:17])[cH:6][c:7]([CH2:9][N:10]2[CH2:11][CH2:12][S:13][CH2:14][CH2:15]2)[cH:8]1. Starting materials: F[B-](F)(F)F.CN(C=C(C=[N+](C)C)C1=CN(C2=CC=CC=C12)C=O)C ([3-(Dimethylamino)-2-(1-formylindol-3-yl)allylidene]-dimethylammonium Tetrafluoroborate), [OH-].[Na+] (sodium hydroxide). The product is CN(C=C(C=O)C1=CNC2=CC=CC=C12)C (3-Dimethylamino-2-(3-indolyl)acrolein). As a reaction SMILES: F[B-](F)(F)F.[CH3:6][N:7]([CH3:25])[CH:8]=[C:9]([C:14]1[C:22]2[C:17](=[CH:18][CH:19]=[CH:20][CH:21]=2)[N:16](C=O)[CH:15]=1)[CH:10]=[N+](C)C.[OH-:26].[Na+]>>[CH3:6][N:7]([CH3:25])[CH:8]=[C:9]([C:14]1[C:22]2[C:17](=[CH:18][CH:19]=[CH:20][CH:21]=2)[NH:16][CH:15]=1)[CH:10]=[O:26] |f:0.1,2.3|. Procedure details: The trimethinium salt obtained in Step A (990 mg., 3 mmole) is stirred with 1N sodium hydroxide solution at 70° C. for one hour. The solid is filtered off and washed with water yielding 564 mg. (88%) of compound, m.p. 188°-190° C. (dec.). Recrystallization of the crude product from alcohol (11.5 ml.) affords the pure compound crystallizing in cream-colored prisms, m.p. 191°-192° C. with slight darkening. Reactants: [H-].[Na+] (Sodium hydride), N1C=CC2=CC(=CC=C12)C(=O)OCC1=CC=CC=C1 (benzyl 1H-indole-5-carboxylate), C(C1=CC=CC=C1)(=O)Cl (Benzoyl chloride). Run in ClCCl (dichloromethane), CN(C=O)C (N,N-dimethylformamide). Run at time 30 minute. Product: C(C1=CC=CC=C1)(=O)N1C=CC2=CC(=CC=C12)C(=O)OCC1=CC=CC=C1 (benzyl 1-benzoyl-1H-indole-5-carboxylate). The yield is 117.8%. As a reaction SMILES: [H-].[Na+].[NH:3]1[C:11]2[C:6](=[CH:7][C:8]([C:12]([O:14][CH2:15][C:16]3[CH:21]=[CH:20][CH:19]=[CH:18][CH:17]=3)=[O:13])=[CH:9][CH:10]=2)[CH:5]=[CH:4]1.[C:22](Cl)(=[O:29])[C:23]1[CH:28]=[CH:27][CH:26]=[CH:25][CH:24]=1>CN(C)C=O.ClCCl>[C:22]([N:3]1[C:11]2[C:6](=[CH:7][C:8]([C:12]([O:14][CH2:15][C:16]3[CH:17]=[CH:18][CH:19]=[CH:20][CH:21]=3)=[O:13])=[CH:9][CH:10]=2)[CH:5]=[CH:4]1)(=[O:29])[C:23]1[CH:28]=[CH:27][CH:26]=[CH:25][CH:24]=1 |f:0.1|. Reported procedure: Sodium hydride (58 mg) was added to a solution of benzyl 1H-indole-5-carboxylate (300 mg) in N,N-dimethylformamide (2 ml) with ice cooling, and then stirred for 30 minutes. Benzoyl chloride (202 mg) was added thereto, and the mixture was stirred for 2 hours. The reaction mixture was diluted with dichloromethane, and the organic phase was washed with 2 N hydrochloric acid, a saturated sodium bicarbonate solution and a saturated saline solution. The organic phase was dried over sodium sulfate anhy... Reactants: ClC1COC=2C1=NC=1N(C=C(C(C1C2)=O)C(=O)OCC)CC (ethyl 3-chloro-5-ethyl-8-oxo-2,3,5,8-tetrahydrofuro[3,2-b]-1,8-naphthyridine-7-carboxylate), ClC1COC=2C1=NC=1N(C=C(C(C1C2)=O)C(=O)OCC)CC (ethyl 3-chloro-5-ethyl-8-oxo-2,3,5,8-tetrahydrofuro[3,2-b]-1,8-naphthyridine-7-carboxylate), C1CCC2=NCCCN2CC1 (1,8-diazabicyclo[5,4,0]-7-undecene). Solvent: CN(C=O)C (dimethylformamide). Reaction conditions: time 1 hour. The product is C(C)N1C=C(C(C=2C=C3C(=NC12)C=CO3)=O)C(=O)OCC (ethyl 5,8-dihydro-5-ethyl-8-oxofuro[3,2-b]-1,8-naphthyridine-7-carboxylate). Yield: 81.0%. RXN SMILES: Cl[CH:2]1[C:6]2=[N:7][C:8]3[N:9]([CH2:21][CH3:22])[CH:10]=[C:11]([C:16]([O:18][CH2:19][CH3:20])=[O:17])[C:12](=[O:15])[C:13]=3[CH:14]=[C:5]2[O:4][CH2:3]1.C1CCN2C(=NCCC2)CC1>CN(C)C=O>[CH2:21]([N:9]1[C:8]2[N:7]=[C:6]3[CH:2]=[CH:3][O:4][C:5]3=[CH:14][C:13]=2[C:12](=[O:15])[C:11]([C:16]([O:18][CH2:19][CH3:20])=[O:17])=[CH:10]1)[CH3:22]. Procedure details: To a solution of 3.2 g of ethyl 3-chloro-5-ethyl-8-oxo-2,3,5,8-tetrahydrofuro[3,2-b]-1,8-naphthyridine-7-carboxylate (Compound XII where R1 =R3 =C2H5, X=Cl) dissolved in 50 ml of dimethylformamide, 3.2 g of 1,8-diazabicyclo[5,4,0]-7-undecene was slowly added dropwise and the mixture was stirred at 40° to 45° C. for 1 hour. After removal of the solvent, the residue was dissolved in dilute hydrochloric acid and extracted with chloroform. The chloroform layer separated out was washed with water, dr... The reactants are ClC(c1ccccc1)(c1ccccc1)c1ccccc1, CCOC(=O)c1nc[nH]n1, CCOC(C)=O, CCN(C(C)C)C(C)C, CN(C)C=O, O. Product: CCOC(=O)c1ncn(C(c2ccccc2)(c2ccccc2)c2ccccc2)n1. Reaction SMILES: [C:20]([c:21]1[cH:22][cH:23][cH:24][cH:25][cH:26]1)([c:27]1[cH:28][cH:29][cH:30][cH:31][cH:32]1)([c:33]1[cH:34][cH:35][cH:36][cH:37][cH:38]1)[Cl:39].[CH2:1]([CH3:2])[O:3][C:4](=[O:5])[c:6]1[n:7][nH:8][cH:9][n:10]1.[CH2:46]([O:47][C:48](=[O:49])[CH3:50])[CH3:51].[CH:11]([N:12]([CH2:13][CH3:14])[CH:15]([CH3:16])[CH3:17])([CH3:18])[CH3:19].[O:41]=[CH:42][N:43]([CH3:44])[CH3:45].[OH2:40]>>[CH2:1]([CH3:2])[O:3][C:4](=[O:5])[c:6]1[n:7][n:8]([C:20]([c:21]2[cH:22][cH:23][cH:24][cH:25][cH:26]2)([c:27]2[cH:28][cH:29][cH:30][cH:31][cH:32]2)[c:33]2[cH:34][cH:35][cH:36][cH:37][cH:38]2)[cH:9][n:10]1. Starting materials: Cc1ccccc1, CCOCC, O=C(Cl)C(=O)Cl, N, O=C(O)C1c2ccccc2-c2ccccc21. The product is NC(=O)C1c2ccccc2-c2ccccc21. RXN SMILES: [CH3:24][c:25]1[cH:26][cH:27][cH:28][cH:29][cH:30]1.[CH3:31][CH2:32][O:33][CH2:34][CH3:35].[Cl:17][C:18]([C:19]([Cl:20])=[O:21])=[O:22].[NH3:23].[cH:1]1[cH:2][cH:3][cH:4][c:5]2[c:13]1[CH:12]([C:14](=[O:15])[OH:16])[c:11]1[c:6]-2[cH:7][cH:8][cH:9][cH:10]1>>[cH:1]1[cH:2][cH:3][cH:4][c:5]2[c:13]1[CH:12]([C:14](=[O:16])[NH2:23])[c:11]1[c:6]-2[cH:7][cH:8][cH:9][cH:10]1.